Dataset: the Open Reaction Database (ORD), a public repository of structured organic reaction records. Task: describe an organic reaction: reactants, conditions, products, and yield Procedure: A mixture of 5.0 g of 4,6-diamino-3-(2,3,5-tri-O-benzyl-β-D-arabinofuranosyl)-3H-imidazo[4,5-c]pyridine, 1.5 g of 20% palladium on carbon, 1.6 ml of acetic acid and 150 ml of methoxyethanol is hydrogenated at 50° C. and ca. 3 atmospheres until uptake of hydrogen ceases. The mixture is filtered, evaporated in vacuo, dissolved in water, and treated with 50 ml of wet IR-45 ion exchange resin. The filtrate is concentrated to dryness and recrystallized from ethanol-water to provide 2.0 g of 3-β-D-ara... Reagents/catalysts: [Pd] (palladium on carbon). The solvent is C(C)(=O)O (acetic acid). The yield is 78.4%. As a reaction SMILES: [NH2:1][C:2]1[C:7]2[N:8]([C@@H:11]3[O:31][C@H:30]([CH2:32][O:33]CC4C=CC=CC=4)[C@@H:21]([O:22]CC4C=CC=CC=4)[C@@H:12]3[O:13]CC3C=CC=CC=3)[CH:9]=[N:10][C:6]=2[CH:5]=[C:4]([NH2:41])[N:3]=1.COC(O)C.[H][H]>[Pd].C(O)(=O)C>[C@@H:11]1([N:8]2[C:7]3[C:2]([NH2:1])=[N:3][C:4]([NH2:41])=[CH:5][C:6]=3[N:10]=[CH:9]2)[O:31][C@H:30]([CH2:32][OH:33])[C@@H:21]([OH:22])[C@@H:12]1[OH:13]. The product is [C@@H]1([C@@H](O)[C@H](O)[C@H](O1)CO)N1C=NC2=C1C(=NC(=C2)N)N (3-β-D-arabinofuranosyl-4,6-diamino-3H-imidazo-[4,5-c]pyridine). The reactants are NC1=NC(=CC2=C1N(C=N2)[C@H]2[C@@H](OCC1=CC=CC=C1)[C@H](OCC1=CC=CC=C1)[C@H](O2)COCC2=CC=CC=C2)N (4,6-diamino-3-(2,3,5-tri-O-benzyl-β-D-arabinofuranosyl)-3H-imidazo[4,5-c]pyridine), COC(C)O (methoxyethanol), [H][H] (hydrogen).